From a dataset of the Open Reaction Database (ORD), a public repository of structured organic reaction records. describe an organic reaction: reactants, conditions, products, and yield The reactants are CC(C)(C)OC(=O)N1CCCC(COS(C)(=O)=O)C1, CN(C)C=O, CCOC(C)=O, [N-]=[N+]=[N-], [Na+]. Product: CC(C)(C)OC(=O)N1CCCC(CN=[N+]=[N-])C1. Reaction SMILES: [CH3:1][S:2]([O:3][CH2:6][CH:7]1[CH2:8][N:9]([C:13](=[O:14])[O:15][C:16]([CH3:17])([CH3:18])[CH3:19])[CH2:10][CH2:11][CH2:12]1)(=[O:4])=[O:5].[CH3:24][N:25]([CH3:26])[CH:27]=[O:28].[CH3:29][CH2:30][O:31][C:32](=[O:33])[CH3:34].[N-:21]=[N+:22]=[N-:23].[Na+:20]>>[CH2:6]([CH:7]1[CH2:8][N:9]([C:13](=[O:14])[O:15][C:16]([CH3:17])([CH3:18])[CH3:19])[CH2:10][CH2:11][CH2:12]1)[N:21]=[N+:22]=[N-:23].